Dataset: the Open Reaction Database (ORD), a public repository of structured organic reaction records. Task: describe an organic reaction: reactants, conditions, products, and yield Starting materials: C(C)OC=1C=C(CN2CCC(CC2)NC(C2=CC(=CC(=C2)OC)O)=O)C=C(C1F)OCC (N-[1-(3,5-Diethoxy-4-fluoro-benzyl)-piperidin-4-yl]-3-hydroxy-5-methoxy-benzamide), C(C)OC(C1=CC(=C(C(=C1)OCC)Cl)OCC)=O.ClC1=C(C=C(CN2CCC(CC2)NC(C2=CC(=CC(=C2)OC)CO)=O)C=C1OCC)OCC (N-[1-(4-Chloro-3,5-diethoxy-benzyl)-piperidin-4-yl]-3-hydroxymethyl-5-methoxy-benzamide 4-Chloro-3,5-diethoxy-benzoic acid ethyl ester), C(#N)[BH3-].[Na+] (sodium cyanoborohydride), C(C)N(C(C)C)C(C)C (N-ethyl-diisopropylamine). Run in C(C)O (ethanol), C(C)(=O)O (acetic acid). The product is ClC1=C(C=C(CN2CCC(CC2)NC(C2=CC(=CC(=C2)OC)O)=O)C=C1OCC)OCC (N-[1-(4-Chloro-3,5-diethoxy-benzyl)-piperidin-4-yl]-3-hydroxy-5-methoxy-benzamide). As a reaction SMILES: [CH2:1]([O:3][C:4]1[CH:5]=[C:6]([CH:26]=[C:27]([O:30][CH2:31][CH3:32])[C:28]=1F)[CH2:7][N:8]1[CH2:13][CH2:12][CH:11]([NH:14][C:15](=[O:25])[C:16]2[CH:21]=[C:20]([O:22][CH3:23])[CH:19]=[C:18]([OH:24])[CH:17]=2)[CH2:10][CH2:9]1)[CH3:2].C(OC(=O)C1C=C(OCC)C([Cl:46])=C(OCC)C=1)C.ClC1C(OCC)=CC(CN2CCC(NC(=O)C3C=C(OC)C=C(CO)C=3)CC2)=CC=1OCC.C([BH3-])#N.[Na+].C(N(C(C)C)C(C)C)C>C(O)C.C(O)(=O)C>[Cl:46][C:28]1[C:4]([O:3][CH2:1][CH3:2])=[CH:5][C:6]([CH2:7][N:8]2[CH2:13][CH2:12][CH:11]([NH:14][C:15](=[O:25])[C:16]3[CH:21]=[C:20]([O:22][CH3:23])[CH:19]=[C:18]([OH:24])[CH:17]=3)[CH2:10][CH2:9]2)=[CH:26][C:27]=1[O:30][CH2:31][CH3:32] |f:1.2,3.4|. Procedure: In analogy to the procedure described in example 50k), 3-hydroxy-5-methoxy-N-piperidin-4-yl-benzamide hydrochloride (example 257) was reacted with 4-chloro-3,5-diethoxy-benzaldehyde (example 219), sodium cyanoborohydride, N-ethyl-diisopropylamine and acetic acid in ethanol at 50° C. to yield the title compound as colorless amorphous solid. MS: 463.3 (MH+). Yield: 79.1%. Yields the product C(C)(=O)SC1CN(CC1)C(C)=NC(=O)OCC1=CC=C(C=C1)[N+](=O)[O-] (3-Acetylthio-1-(N-p-nitrobenzyloxycarbonylacetimidoyl)pyrrolidine). Reported procedure: To 300 ml of anhydrous N,N-dimethylformamide were added 7.35 g of sodium hydride in the form of a 55% w/w/ dispersion in oil, followed by 12.5 g of thioacetic acid. The mixture was then stirred for 10 minutes, with ice-cooling, after which 40 g of 3-methanesulphonyloxy-1-(N-p-nitrobenzyloxycarbonylacetimidoyl)pyrrolidine were added. The mixture was then stirred for 3 hours at 65° C. After the reaction mixture had been allowed to cool, water was added and the mixture was extracted with ethyl acet... Run in O (water). Conditions: time 10 minute. RXN SMILES: CN(C)C=O.[H-].[Na+].[C:8]([OH:11])(=[S:10])[CH3:9].CS(O[CH:17]1[CH2:21][CH2:20][N:19]([C:22](=[N:24][C:25]([O:27][CH2:28][C:29]2[CH:34]=[CH:33][C:32]([N+:35]([O-:37])=[O:36])=[CH:31][CH:30]=2)=[O:26])[CH3:23])[CH2:18]1)(=O)=O>O>[C:8]([S:10][CH:17]1[CH2:21][CH2:20][N:19]([C:22](=[N:24][C:25]([O:27][CH2:28][C:29]2[CH:30]=[CH:31][C:32]([N+:35]([O-:37])=[O:36])=[CH:33][CH:34]=2)=[O:26])[CH3:23])[CH2:18]1)(=[O:11])[CH3:9] |f:1.2|. Reactants: CS(=O)(=O)OC1CN(CC1)C(C)=NC(=O)OCC1=CC=C(C=C1)[N+](=O)[O-] (3-methanesulphonyloxy-1-(N-p-nitrobenzyloxycarbonylacetimidoyl)pyrrolidine), CN(C=O)C (N,N-dimethylformamide), [H-].[Na+] (sodium hydride), C(C)(=S)O (thioacetic acid).